Dataset: the Open Reaction Database (ORD), a public repository of structured organic reaction records. Task: describe an organic reaction: reactants, conditions, products, and yield As a reaction SMILES: [Cl:18][c:19]1[cH:20][cH:21][c:22]2[c:26]([cH:27]1)[NH:25][CH2:24][CH2:23]2.[c:1]1(-[c:7]2[cH:8][c:9]3[c:10](=[O:17])[nH:11][cH:12][n:13][c:14]3[cH:15][cH:16]2)[cH:2][cH:3][cH:4][cH:5][cH:6]1>>[c:1]1(-[c:7]2[cH:8][c:9]3[c:10]([N:25]4[CH2:24][CH2:23][c:22]5[cH:21][cH:20][c:19]([Cl:18])[cH:27][c:26]54)[n:11][cH:12][n:13][c:14]3[cH:15][cH:16]2)[cH:2][cH:3][cH:4][cH:5][cH:6]1. Product: Clc1ccc2c(c1)N(c1ncnc3ccc(-c4ccccc4)cc13)CC2. The reactants are Clc1ccc2c(c1)NCC2, O=c1[nH]cnc2ccc(-c3ccccc3)cc12.